Dataset: the Open Reaction Database (ORD), a public repository of structured organic reaction records. Task: describe an organic reaction: reactants, conditions, products, and yield The reactants are [Si](C)(C)(C(C)(C)C)O[C@H]1CCN2N=C([C@H]([C@@H]21)OCCO)C2=C(C(=C(C#N)C=C2)Cl)C (4-((3S,3aR,4S)-4-((tert-butyldimethylsilyl)oxy)-3-(2-hydroxyethoxy)-3a,4,5,6-tetrahydro-3H-pyrrolo[1,2-b]pyrazol-2-yl)-2-chloro-3-methylbenzonitrile), CCN(CC)S(F)(F)F (DAST). The solvent is C(Cl)Cl (DCM), C(Cl)Cl (DCM). Reaction conditions: time 1 hour. Yields the product [Si](C)(C)(C(C)(C)C)O[C@H]1CCN2N=C([C@H]([C@@H]21)OCCF)C2=C(C(=C(C#N)C=C2)Cl)C (4-((3S,3aR,4S)-4-((tert-butyldimethylsilyl)oxy)-3-(2-fluoroethoxy)-3a,4,5,6-tetrahydro-3H-pyrrolo[1,2-b]pyrazol-2-yl)-2-chloro-3-methylbenzonitrile). RXN SMILES: [Si:1]([O:8][C@@H:9]1[C@@H:16]2[N:12]([N:13]=[C:14]([C:21]3[CH:28]=[CH:27][C:24]([C:25]#[N:26])=[C:23]([Cl:29])[C:22]=3[CH3:30])[C@H:15]2[O:17][CH2:18][CH2:19]O)[CH2:11][CH2:10]1)([C:4]([CH3:7])([CH3:6])[CH3:5])([CH3:3])[CH3:2].CCN(S(F)(F)[F:37])CC>C(Cl)Cl>[Si:1]([O:8][C@@H:9]1[C@@H:16]2[N:12]([N:13]=[C:14]([C:21]3[CH:28]=[CH:27][C:24]([C:25]#[N:26])=[C:23]([Cl:29])[C:22]=3[CH3:30])[C@H:15]2[O:17][CH2:18][CH2:19][F:37])[CH2:11][CH2:10]1)([C:4]([CH3:7])([CH3:6])[CH3:5])([CH3:3])[CH3:2]. Procedure: To a stirred solution of 4-((3S,3aR,4S)-4-((tert-butyldimethylsilyl)oxy)-3-(2-hydroxyethoxy)-3a,4,5,6-tetrahydro-3H-pyrrolo[1,2-b]pyrazol-2-yl)-2-chloro-3-methylbenzonitrile (30 mg, 0.066 mmol) in DCM (3 mL) at 0° C. was added DAST (0.008 mL, 0.066 mmol) and stirred for 1 h. Once the starting material had disappeared (monitored by TLC), reaction mixture was diluted with DCM and washed with water, brine, dried over Na2SO4 and concentrated to get the crude product which was used in the next step w... The reactants are O=S(=O)(Cl)c1ccc(Br)cc1, CCOC(C)=O, [H-], NC(=O)c1ccccc1, [Na+], C1CCOC1, O. The product is O=C(NS(=O)(=O)c1ccc(Br)cc1)c1ccccc1. As a reaction SMILES: [Br:12][c:13]1[cH:14][cH:15][c:16]([S:19](=[O:20])(=[O:21])[Cl:22])[cH:17][cH:18]1.[CH3:28][CH2:29][O:30][C:31](=[O:32])[CH3:33].[H-:10].[NH2:1][C:2](=[O:3])[c:4]1[cH:5][cH:6][cH:7][cH:8][cH:9]1.[Na+:11].[O:23]1[CH2:24][CH2:25][CH2:26][CH2:27]1.[OH2:34]>>[NH:1]([C:2](=[O:3])[c:4]1[cH:5][cH:6][cH:7][cH:8][cH:9]1)[S:19]([c:16]1[cH:15][cH:14][c:13]([Br:12])[cH:18][cH:17]1)(=[O:20])=[O:21]. Starting materials: CC(C)(C)O, CC(C)N=C=NC(C)C, NCC(=O)NCC1CCN(Cc2ccc(Cl)cc2)C1, Nc1cc(F)c(F)cc1C(=O)O, On1nnc2ccccc21. Product: Nc1cc(F)c(F)cc1C(=O)NCC(=O)NCC1CCN(Cc2ccc(Cl)cc2)C1. Reaction SMILES: [CH3:51][C:52]([OH:53])([CH3:54])[CH3:55].[CH:13]([N:14]=[C:15]=[N:16][CH:17]([CH3:18])[CH3:19])([CH3:20])[CH3:21].[Cl:32][c:33]1[cH:34][cH:35][c:36]([CH2:37][N:38]2[CH2:39][CH:40]([CH2:43][NH:44][C:45]([CH2:46][NH2:47])=[O:48])[CH2:41][CH2:42]2)[cH:49][cH:50]1.[NH2:1][c:2]1[c:3]([C:4](=[O:5])[OH:6])[cH:7][c:8]([F:12])[c:9]([F:11])[cH:10]1.[OH:22][n:23]1[c:24]2[c:25]([cH:26][cH:27][cH:28][cH:29]2)[n:30][n:31]1>>[NH2:1][c:2]1[c:3]([C:4](=[O:6])[NH:47][CH2:46][C:45]([NH:44][CH2:43][CH:40]2[CH2:39][N:38]([CH2:37][c:36]3[cH:35][cH:34][c:33]([Cl:32])[cH:50][cH:49]3)[CH2:42][CH2:41]2)=[O:48])[cH:7][c:8]([F:12])[c:9]([F:11])[cH:10]1.